This data is from the Open Reaction Database (ORD), a public repository of structured organic reaction records. The task is: describe an organic reaction: reactants, conditions, products, and yield Starting materials: C1(=CC=CC=C1)C=1SC=C(N1)C(=O)O (2-phenyl-1.3-thiazole-4-carboxylic acid), intermediate 26.2, C(CCC)OC(=O)N1CCNCC1 (piperazine-1-carboxylic acid butyl ester). The product is C(CCC)OC(=O)N1CCN(CC1)C(CNC(=O)C=1N=C(SC1)C1=CC=CC=C1)=O (4-{2-[(2-Phenyl-thiazole-4-carbonyl)-amino]-acetyl}-piperazine-1-carboxylic acid butyl ester). Reaction SMILES: [C:1]1([C:7]2[S:8][CH:9]=[C:10]([C:12]([OH:14])=O)[N:11]=2)[CH:6]=[CH:5][CH:4]=[CH:3][CH:2]=1.[CH2:15]([O:19][C:20]([N:22]1[CH2:27][CH2:26][NH:25][CH2:24][CH2:23]1)=[O:21])[CH2:16][CH2:17][CH3:18]>>[CH2:15]([O:19][C:20]([N:22]1[CH2:27][CH2:26][N:25]([C:12](=[O:14])[CH2:10][NH:11][C:12]([C:10]2[N:11]=[C:7]([C:1]3[CH:2]=[CH:3][CH:4]=[CH:5][CH:6]=3)[S:8][CH:9]=2)=[O:14])[CH2:24][CH2:23]1)=[O:21])[CH2:16][CH2:17][CH3:18]. Procedure: This compound was prepared using a method analogous to that of Example 3, step 3.2, 2-phenyl-1.3-thiazole-4-carboxylic acid replacing intermediate 3.1 and intermediate 26.2 replacing piperazine-1-carboxylic acid butyl ester. Starting materials: ClC=1C2=C(N=CN1)C=CN2CC2=CC=C(C=C2)CO ({4-[(4-Chloro-5H-pyrrolo[3,2-d]pyrimidin-5-yl)methyl]phenyl}methanol), ClC=1C=C(N)C=CC1OCC1=CC(=CC=C1)F (3-chloro-4-[(3-fluorobenzyl)oxy]aniline). Solvent: CN1C(CCC1)=O (1-methyl-2-pyrrolidone), C(C)(=O)OCC (ethyl acetate). Run at temperature 140 celsius. The product is ClC=1C=C(C=CC1OCC1=CC(=CC=C1)F)NC=1C2=C(N=CN1)C=CN2CC2=CC=C(C=C2)CO ((4-{[4-({3-chloro-4-[(3-fluorobenzyl)oxy]phenyl}amino)-5H-pyrrolo[3,2-d]pyrimidin-5-yl]methyl}phenyl)methanol). Isolated yield 93.0%. RXN SMILES: Cl[C:2]1[C:3]2[N:10]([CH2:11][C:12]3[CH:17]=[CH:16][C:15]([CH2:18][OH:19])=[CH:14][CH:13]=3)[CH:9]=[CH:8][C:4]=2[N:5]=[CH:6][N:7]=1.[Cl:20][C:21]1[CH:22]=[C:23]([CH:25]=[CH:26][C:27]=1[O:28][CH2:29][C:30]1[CH:35]=[CH:34][CH:33]=[C:32]([F:36])[CH:31]=1)[NH2:24]>CN1CCCC1=O.C(OCC)(=O)C>[Cl:20][C:21]1[CH:22]=[C:23]([NH:24][C:2]2[C:3]3[N:10]([CH2:11][C:12]4[CH:17]=[CH:16][C:15]([CH2:18][OH:19])=[CH:14][CH:13]=4)[CH:9]=[CH:8][C:4]=3[N:5]=[CH:6][N:7]=2)[CH:25]=[CH:26][C:27]=1[O:28][CH2:29][C:30]1[CH:35]=[CH:34][CH:33]=[C:32]([F:36])[CH:31]=1. Procedure: {4-[(4-Chloro-5H-pyrrolo[3,2-d]pyrimidin-5-yl)methyl]phenyl}methanol (354 mg) and 3-chloro-4-[(3-fluorobenzyl)oxy]aniline (488 mg) were dissolved in 1-methyl-2-pyrrolidone (2.58 mL), and the mixture was stirred with heating at 140° C. for 2 hrs. After cooling to room temperature, the reaction mixture was diluted with ethyl acetate (80 mL) and partitioned with saturated aqueous sodium hydrogen carbonate (30 mL). The organic layer washed with saturated brine (30 mL), dried over magnesium sulfate a... Reactants: Cl (HCl), [Li+].[OH-] (LiOH), FC=1C=C2C(C(=CN(C2=C(C1C(C(=O)OCC)C1CCNCC1)OC)CC(F)(F)F)C(=O)NCC1=C(C=C(C=C1)OC(F)(F)F)C)=O (Ethyl [6-fluoro-8-methoxy-3-({[2-methyl-4-(trifluoromethoxy)benzyl]amino}carbonyl)-4-oxo-1-(2,2,2-trifluoroethyl)-1,4-dihydroquinolin-7-yl]piperidin-4-ylacetate). Run in O (water), O1CCOCC1 (dioxane), C(C)(=O)OCC (ethyl acetate). The product is FC=1C=C2C(C(=CN(C2=C(C1C(C(=O)O)C1CCNCC1)OC)CC(F)(F)F)C(=O)NCC1=C(C=C(C=C1)OC(F)(F)F)C)=O ([6-Fluoro-8-methoxy-3-({[2-methyl-4-(trifluoromethoxy)benzyl]amino}carbonyl)-4-oxo-1-(2,2,2-trifluoroethyl)-1,4-dihydroquinolin-7-yl]piperidin-4-ylacetic acid). The yield is 98.9%. RXN SMILES: [F:1][C:2]1[CH:3]=[C:4]2[C:9](=[C:10]([O:24][CH3:25])[C:11]=1[CH:12]([CH:18]1[CH2:23][CH2:22][NH:21][CH2:20][CH2:19]1)[C:13]([O:15]CC)=[O:14])[N:8]([CH2:26][C:27]([F:30])([F:29])[F:28])[CH:7]=[C:6]([C:31]([NH:33][CH2:34][C:35]1[CH:40]=[CH:39][C:38]([O:41][C:42]([F:45])([F:44])[F:43])=[CH:37][C:36]=1[CH3:46])=[O:32])[C:5]2=[O:47].[Li+].[OH-].Cl>O1CCOCC1.O.C(OCC)(=O)C>[F:1][C:2]1[CH:3]=[C:4]2[C:9](=[C:10]([O:24][CH3:25])[C:11]=1[CH:12]([CH:18]1[CH2:19][CH2:20][NH:21][CH2:22][CH2:23]1)[C:13]([OH:15])=[O:14])[N:8]([CH2:26][C:27]([F:30])([F:28])[F:29])[CH:7]=[C:6]([C:31]([NH:33][CH2:34][C:35]1[CH:40]=[CH:39][C:38]([O:41][C:42]([F:43])([F:44])[F:45])=[CH:37][C:36]=1[CH3:46])=[O:32])[C:5]2=[O:47] |f:1.2|. Procedure details: 60 mg (0.089 mmol) of the compound of Example 5 are stirred in 2.2 ml of dioxane and 444 μl of LiOH 1M (5 eq.) in water at RT overnight. The mixture is acidified with 1N HCl and diluted with ethyl acetate. It is extracted by shaking twice with water and once with a saturated NaCl solution. The organic phase is dried over magnesium sulfate and freed from the solvent on a rotary evaporator. The residue is dried under HV. 57 mg of the title compound (94% of theory) are obtained. The reactants are CCN(C(C)C)C(C)C (DIPEA), ClC(=O)OCC1=CC=CC=C1 (benzyl chloroformate), ice, ClC1=CC(=C(OCC(=O)OCC)C=C1)C1=NCCC2=C1SC(=N2)C(C)C (ethyl 2-(4-chloro-2-(2-isopropyl-6,7-dihydrothiazolo[5,4-c]pyridin-4-yl)phenoxy)acetate), [BH4-].[Na+] (NaBH4). The solvent is C(Cl)Cl (DCM), CCO (EtOH). Reaction conditions: time 2 hour. Product: C(C1=CC=CC=C1)OC(=O)N1C(C2=C(CC1)N=C(S2)C(C)C)C2=C(C=CC(=C2)Cl)OCC(=O)OCC ((±)-4-(5-Chloro-2-ethoxycarbonylmethoxy-phenyl)-2-isopropyl-6,7-dihydro-4H-thiazolo[5,4-c]pyridine-5-carboxylic acid benzyl ester). RXN SMILES: [Cl:1][C:2]1[CH:14]=[CH:13][C:5]([O:6][CH2:7][C:8]([O:10][CH2:11][CH3:12])=[O:9])=[C:4]([C:15]2[C:20]3[S:21][C:22]([CH:24]([CH3:26])[CH3:25])=[N:23][C:19]=3[CH2:18][CH2:17][N:16]=2)[CH:3]=1.[BH4-].[Na+].CCN(C(C)C)C(C)C.Cl[C:39]([O:41][CH2:42][C:43]1[CH:48]=[CH:47][CH:46]=[CH:45][CH:44]=1)=[O:40]>CCO.C(Cl)Cl>[CH2:42]([O:41][C:39]([N:16]1[CH2:17][CH2:18][C:19]2[N:23]=[C:22]([CH:24]([CH3:25])[CH3:26])[S:21][C:20]=2[CH:15]1[C:4]1[CH:3]=[C:2]([Cl:1])[CH:14]=[CH:13][C:5]=1[O:6][CH2:7][C:8]([O:10][CH2:11][CH3:12])=[O:9])=[O:40])[C:43]1[CH:48]=[CH:47][CH:46]=[CH:45][CH:44]=1 |f:1.2|. Procedure details: To an ice-cooled solution of ethyl 2-(4-chloro-2-(2-isopropyl-6,7-dihydrothiazolo[5,4-c]pyridin-4-yl)phenoxy)acetate (33 mg, 84 μmol, 1.0 eq.) in EtOH (5 mL), NaBH4 (3.5 mg, 92 μmol, 1.1 eq.) was added. The cooling bath was removed and the yellow solution was stirred at r.t. for 2 hours. The reaction mixture was poured in water (15 mL). The mixture was extracted with DCM (2×20 mL). The comb. org. phases were dried over MgSO4 and concentrated in vacuo. To an-ice cooled solution of the residue and... Yields the product CN1NC(C(NC1SC[C@H]1C[C@@H](CO1)SC(C)=O)=O)=O (Ethanethioic acid trans-(±)-S-[5-[[(hexahydro-2-methyl-5,6-dioxo-1,2,4-triazin-3-yl)thio]methyl]tetrahydro-3-furanyl]ester). Reported procedure: The title compound is prepared by the procedure of Example 23 using 0.551 g of product from Example 83 in 1 ml of tetrahydrofuran, 1.07 g of product from Example 22 in 1 ml of tetrahydrofuran, 3 ml of dimethylformamide, and 605 microliter of Hunig's base to give 0.357 g of the desired product. As a reaction SMILES: [CH3:1][N:2]1[C:7](=[S:8])[NH:6][C:5](=[O:9])[C:4](=[O:10])[NH:3]1.FC(F)(F)S(O[CH2:17][C@@H:18]1[O:22][CH2:21][C@@H:20]([S:23][C:24](=[O:26])[CH3:25])[CH2:19]1)(=O)=O.CCN(C(C)C)C(C)C>O1CCCC1.CN(C)C=O>[CH3:1][N:2]1[CH:7]([S:8][CH2:17][C@@H:18]2[O:22][CH2:21][C@@H:20]([S:23][C:24](=[O:26])[CH3:25])[CH2:19]2)[NH:6][C:5](=[O:9])[C:4](=[O:10])[NH:3]1. Yield: 32.3%. Solvent: O1CCCC1 (tetrahydrofuran), O1CCCC1 (tetrahydrofuran), CN(C=O)C (dimethylformamide). Starting materials: CN1NC(C(NC1=S)=O)=O (1,2,3,4-Tetrahydro-2-methyl-3-thioxo-1,2,4-triazine-5.6-dione), FC(S(=O)(=O)OC[C@H]1C[C@@H](CO1)SC(C)=O)(F)F (Ethanethioic acid trans(±)-S-[tetrahydro-5-[[[(trifluoromethyl)sulfonyl]oxy]methyl]-3-furanyl]ester), CCN(C(C)C)C(C)C (Hunig's base). Starting materials: CN, Nc1c(Br)c(=O)[nH]c(=O)n1Cc1ccccc1. The product is CNc1c(N)n(Cc2ccccc2)c(=O)[nH]c1=O. As a reaction SMILES: [CH3:18][NH2:19].[NH2:1][c:2]1[c:3]([Br:17])[c:4](=[O:16])[nH:5][c:6](=[O:15])[n:7]1[CH2:8][c:9]1[cH:10][cH:11][cH:12][cH:13][cH:14]1>>[NH2:1][c:2]1[c:3]([NH:19][CH3:18])[c:4](=[O:16])[nH:5][c:6](=[O:15])[n:7]1[CH2:8][c:9]1[cH:10][cH:11][cH:12][cH:13][cH:14]1. Reactants: Cc1cc(N2CCC(CN3CCCC3C)C2)ccc1N, O=C(Cl)c1cccc(F)c1. Product: Cc1cc(N2CCC(CN3CCCC3C)C2)ccc1NC(=O)c1cccc(F)c1. As a reaction SMILES: [CH3:1][c:2]1[c:3]([NH2:20])[cH:4][cH:5][c:6]([N:8]2[CH2:9][CH:10]([CH2:13][N:14]3[CH:15]([CH3:19])[CH2:16][CH2:17][CH2:18]3)[CH2:11][CH2:12]2)[cH:7]1.[F:21][c:22]1[cH:23][c:24]([C:25](=[O:26])[Cl:27])[cH:28][cH:29][cH:30]1>>[CH3:1][c:2]1[c:3]([NH:20][C:25]([c:24]2[cH:23][c:22]([F:21])[cH:30][cH:29][cH:28]2)=[O:26])[cH:4][cH:5][c:6]([N:8]2[CH2:9][CH:10]([CH2:13][N:14]3[CH:15]([CH3:19])[CH2:16][CH2:17][CH2:18]3)[CH2:11][CH2:12]2)[cH:7]1. Reactants: [BH4-], C1CCOC1, COC(=O)C(CCN(Cc1ccc(OC)cc1)C(C)C)NC(=O)c1cc2c(cnn2CC(C)C)cc1Oc1ccc(F)cc1F, CO, [Na+]. Yields the product COc1ccc(CN(CCC(CO)NC(=O)c2cc3c(cnn3CC(C)C)cc2Oc2ccc(F)cc2F)C(C)C)cc1. Reaction SMILES: [BH4-:46].[CH2:48]1[O:49][CH2:50][CH2:51][CH2:52]1.[CH3:1][O:2][c:3]1[cH:4][cH:5][c:6]([CH2:7][N:8]([CH2:9][CH2:10][CH:11]([C:12](=[O:13])[O:14][CH3:15])[NH:16][C:17](=[O:18])[c:19]2[c:20]([O:32][c:33]3[c:34]([F:40])[cH:35][c:36]([F:39])[cH:37][cH:38]3)[cH:21][c:22]3[cH:23][n:24][n:25]([CH2:28][CH:29]([CH3:30])[CH3:31])[c:26]3[cH:27]2)[CH:41]([CH3:42])[CH3:43])[cH:44][cH:45]1.[CH3:53][OH:54].[Na+:47]>>[CH3:1][O:2][c:3]1[cH:4][cH:5][c:6]([CH2:7][N:8]([CH2:9][CH2:10][CH:11]([CH2:12][OH:13])[NH:16][C:17](=[O:18])[c:19]2[c:20]([O:32][c:33]3[c:34]([F:40])[cH:35][c:36]([F:39])[cH:37][cH:38]3)[cH:21][c:22]3[cH:23][n:24][n:25]([CH2:28][CH:29]([CH3:30])[CH3:31])[c:26]3[cH:27]2)[CH:41]([CH3:42])[CH3:43])[cH:44][cH:45]1.